This data is from the Open Reaction Database (ORD), a public repository of structured organic reaction records. The task is: describe an organic reaction: reactants, conditions, products, and yield The reactants are C(C1=CC=CC=C1)N1C(C2=CC=CC=C2C12CCNC=C2)=O (2-benzyl-2′,3′-dihydro-1′H-spiro[isoindoline-1,4′-pyridin]-3-one), C(=O)[O-].[NH4+] (ammonium formate). The reagents and catalysts are [Pd] (Palladium on carbon). The solvent is C(C)O (ethanol). Product: C(C1=CC=CC=C1)N1C(C2=CC=CC=C2C12CCNCC2)=O (2-benzylspiro[isoindoline-1,4′-piperidin]-3-one). The yield is 99.1%. RXN SMILES: [CH2:1]([N:8]1[C:16]2([CH:21]=[CH:20][NH:19][CH2:18][CH2:17]2)[C:15]2[C:10](=[CH:11][CH:12]=[CH:13][CH:14]=2)[C:9]1=[O:22])[C:2]1[CH:7]=[CH:6][CH:5]=[CH:4][CH:3]=1.C([O-])=O.[NH4+]>[Pd].C(O)C>[CH2:1]([N:8]1[C:16]2([CH2:21][CH2:20][NH:19][CH2:18][CH2:17]2)[C:15]2[C:10](=[CH:11][CH:12]=[CH:13][CH:14]=2)[C:9]1=[O:22])[C:2]1[CH:7]=[CH:6][CH:5]=[CH:4][CH:3]=1 |f:1.2|. Procedure details: 10% Palladium on carbon (1 g) was added to a stirred solution of 2-benzyl-2′,3′-dihydro-1′H-spiro[isoindoline-1,4′-pyridin]-3-one 2a (2 g, 6.9 mmol) and ammonium formate (8.7 g, 138 mmol) in ethanol (50 mL). The mixture was heated under reflux for 3 hr then cooled to room temperature. The solution was filtered through Celite and the filtrate was concentrated to give a white solid. The solid was washed with ethyl acetate (4×25 mL) and the washings were concentrated to give 2-benzylspiro[isoindoli... The reactants are CO, CO, Cl, Cc1ccc(CC(=O)O)cc1. The product is COC(=O)Cc1ccc(C)cc1. RXN SMILES: [CH3:12][OH:13].[CH3:15][OH:16].[ClH:14].[c:1]1([CH3:11])[cH:2][cH:3][c:4]([CH2:7][C:8](=[O:9])[OH:10])[cH:5][cH:6]1>>[c:1]1([CH3:11])[cH:2][cH:3][c:4]([CH2:7][C:8](=[O:9])[O:10][CH3:12])[cH:5][cH:6]1.